Task: describe an organic reaction: reactants, conditions, products, and yield. Dataset: the Open Reaction Database (ORD), a public repository of structured organic reaction records The reactants are C(C)(=O)N[C@H](CC1=CC(=CC=C1)C(C1=CC=CC=C1)=O)C(=O)O (N-Acetyl-m-benzoyl-D-phenylalanine). The solvent is Cl (hydrochloric acid). Product: C(C1=CC=CC=C1)(=O)C=1C=C(C[C@@H](N)C(=O)O)C=CC1 (m-benzoyl-D-phenylalanine). Yield: 86.9%. As a reaction SMILES: C([NH:4][C@@H:5]([C:21]([OH:23])=[O:22])[CH2:6][C:7]1[CH:12]=[CH:11][CH:10]=[C:9]([C:13](=[O:20])[C:14]2[CH:19]=[CH:18][CH:17]=[CH:16][CH:15]=2)[CH:8]=1)(=O)C>Cl>[C:13]([C:9]1[CH:8]=[C:7]([CH:12]=[CH:11][CH:10]=1)[CH2:6][C@H:5]([C:21]([OH:23])=[O:22])[NH2:4])(=[O:20])[C:14]1[CH:15]=[CH:16][CH:17]=[CH:18][CH:19]=1. Procedure details: A suspension of 2.0 g of N-Acetyl-m-benzoyl-D-phenylalanine in 15 ml of 8N hydrochloric acid was heated to 100° in the steam bath for 4 h. The suspension was filtered hot, solid was washed with 8N hydrochloric acid, then water. The filtrate was neutralized with 1N sodium hydroxide and yielded 1.503 g of m-benzoyl-D-phenylalanine after water washing and drying under nitrogen, m.p. 230°-231°, [α]D25 =+3.3±0.8 C=0.90 g/100 ml 1N HCl. Anal.: Calcd. for C16H15NO3 : C, 71.36; H, 5.61; N, 5.20. Found: ... The reactants are C(C)OCC (diethyl ether), P(Br)(Br)Br (phosphorus tribromide), C(C)OC(CCCCC(CCC)O)=S (6-hydroxy-8-methylthiooctanoic acid ethyl ester), O (water). Solvent: ClC(Cl)(Cl)Cl (tetrachloromethane). Reaction conditions: temperature 0 celsius, time 2 hour. The product is C(C)OC(CCCCC(CCC)Br)=S (6-bromo-8-methylthiooctanoic acid ethyl ester). The yield is 200.0%. Reaction SMILES: P(Br)(Br)[Br:2].[CH2:5]([O:7][C:8](=[S:18])[CH2:9][CH2:10][CH2:11][CH2:12][CH:13](O)[CH2:14][CH2:15][CH3:16])[CH3:6].O.C(OCC)C>ClC(Cl)(Cl)Cl>[CH2:5]([O:7][C:8](=[S:18])[CH2:9][CH2:10][CH2:11][CH2:12][CH:13]([Br:2])[CH2:14][CH2:15][CH3:16])[CH3:6]. Procedure details: 64.8 grams (0.24 mole) of phosphorus tribromide at 0° C. were dropped into a solution of 140.0 grams (0.6 mole) of 6-hydroxy-8-methylthiooctanoic acid ethyl ester (VIb) in 150 ml of tetrachloromethane, the mixture stirred for 2 hours at 0° C. and allowed to stand for 10 hours at room temperature. There were dropped into the reaction mixture, cooled to 0° C., 150 ml of water and subsequently 600 ml of diethyl ether. The organic phase was separated off, washed with saturated aqueous sodium bicarbo... Reactants: NC1=CC=C2CCC(CC2=C1)N(CCC)CC1CCN(CC1)C(=O)N1CCOCC1 ((4-{[(7-amino-1,2,3,4-tetrahydro-naphthalen-2-yl)-propyl-amino]-methyl}-piperidin-1-yl)-morpholin-4-yl-methanone), solution, C(C(C)C)(=O)Cl (isobutyryl chloride). Solvent: ClCCl (dichloromethane), CCN(C(C)C)C(C)C (DIEA). Conditions: temperature 25 celsius, time 72 hour. Yields the product N1(CCOCC1)C(=O)N1CCC(CC1)CN(C1CCC=2C=CC(=CC2C1)NC(C(C)C)=O)CCC (N-(7-{[1-(morpholine-4-carbonyl)-piperidin-4-ylmethyl]-propyl-amino}-5,6,7,8-tetrahydro-naphthalen-2-yl)-isobutyramide). Reaction SMILES: [NH2:1][C:2]1[CH:11]=[C:10]2[C:5]([CH2:6][CH2:7][CH:8]([N:12]([CH2:16][CH:17]3[CH2:22][CH2:21][N:20]([C:23]([N:25]4[CH2:30][CH2:29][O:28][CH2:27][CH2:26]4)=[O:24])[CH2:19][CH2:18]3)[CH2:13][CH2:14][CH3:15])[CH2:9]2)=[CH:4][CH:3]=1.[C:31](Cl)(=[O:35])[CH:32]([CH3:34])[CH3:33]>ClCCl.CCN(C(C)C)C(C)C>[N:25]1([C:23]([N:20]2[CH2:19][CH2:18][CH:17]([CH2:16][N:12]([CH2:13][CH2:14][CH3:15])[CH:8]3[CH2:9][C:10]4[CH:11]=[C:2]([NH:1][C:31](=[O:35])[CH:32]([CH3:34])[CH3:33])[CH:3]=[CH:4][C:5]=4[CH2:6][CH2:7]3)[CH2:22][CH2:21]2)=[O:24])[CH2:30][CH2:29][O:28][CH2:27][CH2:26]1. Reported procedure: To a solution of (4-{[(7-amino-1,2,3,4-tetrahydro-naphthalen-2-yl)-propyl-amino]-methyl}-piperidin-1-yl)-morpholin-4-yl-methanone (200 μL of 0.25 M in dichloromethane, 50 μmol ) was added 220 μL of a 0.25 M solution of isobutyryl chloride in dichloromethane and 30 μL of DIEA. The solution was allowed to stir for 72 h at 25° C. under N2 and was then concentrated in vacuo. The final product was isolated by preparative RPHPLC (YMC Combiprep ODS-A column, 10-90% acetonitrile: water (0.1% TFA)) to af...